Dataset: the Open Reaction Database (ORD), a public repository of structured organic reaction records. Task: describe an organic reaction: reactants, conditions, products, and yield Reactants: ClC=1C(=C(C#N)C=CC1)N1N=CC=2C1=NC=NC2Cl (3-chloro-2-(4-chloro-1H-pyrazolo[3,4-d]pyrimidin-1-yl)benzonitrile), [C@@H]([C@H](C(=O)[O-])O)(C(=O)[O-])O.[Na+].[K+] (Rochelle salt), [H-].[Na+] (Sodium hydride), N1(CCC1)C[C@@H](C(=O)NC1=NC=CC=C1)O ((S)-3-(azetidin-1-yl)-2-hydroxy-N-(pyridin-2-yl)propanamide). Run in C1CCOC1 (THF), C1CCOC1 (THF). Reaction conditions: temperature 0 celsius, time 10 minute. Product: N1(CCC1)C[C@@H](C(=O)NC1=NC=CC=C1)OC1=C2C(=NC=N1)N(N=C2)C2=C(C=CC=C2C#N)Cl ((2S)-3-(azetidin-1-yl)-2-[1-(2-chloro-6-cyano-phenyl)pyrazolo[3,4-d]pyrimidin-4-yl]oxy-N-(2-pyridyl)propanamide). Isolated yield 21.7%. Reaction SMILES: [H-].[Na+].[N:3]1([CH2:7][C@H:8]([OH:18])[C:9]([NH:11][C:12]2[CH:17]=[CH:16][CH:15]=[CH:14][N:13]=2)=[O:10])[CH2:6][CH2:5][CH2:4]1.[Cl:19][C:20]1[C:21]([N:28]2[C:32]3=[N:33][CH:34]=[N:35][C:36](Cl)=[C:31]3[CH:30]=[N:29]2)=[C:22]([CH:25]=[CH:26][CH:27]=1)[C:23]#[N:24].[C@H](O)(C([O-])=O)[C@@H](O)C([O-])=O.[Na+].[K+]>C1COCC1>[N:3]1([CH2:7][C@H:8]([O:18][C:36]2[N:35]=[CH:34][N:33]=[C:32]3[N:28]([C:21]4[C:22]([C:23]#[N:24])=[CH:25][CH:26]=[CH:27][C:20]=4[Cl:19])[N:29]=[CH:30][C:31]=23)[C:9]([NH:11][C:12]2[CH:17]=[CH:16][CH:15]=[CH:14][N:13]=2)=[O:10])[CH2:6][CH2:5][CH2:4]1 |f:0.1,4.5.6|. Reported procedure: Sodium hydride (116 mg, 2.90 mmol) was added to (S)-3-(azetidin-1-yl)-2-hydroxy-N-(pyridin-2-yl)propanamide (Intermediate BC1) (232 mg, 1.05 mmol) in anhydrous THF (50 mL) at 0° C. under nitrogen. The resulting solution was stirred at 0° C. for 10 minutes and then a solution of 3-chloro-2-(4-chloro-1H-pyrazolo[3,4-d]pyrimidin-1-yl)benzonitrile (Intermediate AH6) (280 mg, 0.97 mmol) in anhydrous THF (20 mL) was added dropwise over 1 minute. The mixture was stirred at 0° C. for 10 minutes and then... Yield: 85.0%. Run in C1=CC=CC=C1 (benzene). The reactants are CC1OC(C=CC1=O)O (2-methyl-6-hydroxy-3-oxo-3,6-dihydro-2H-pyran), C(OCC)([O-])[O-] (ethyl orthoformate). Reagents/catalysts: [Cl-].[Zn+2].[Cl-] (zinc chloride). Yields the product CC1OC(C=CC1=O)OCC (2-methyl-6-ethoxy-3-oxo-3,6-dihydro-2H-pyran). RXN SMILES: [CH3:1][CH:2]1[C:7](=[O:8])[CH:6]=[CH:5][CH:4]([OH:9])[O:3]1.C([O-])([O-])O[CH2:12][CH3:13]>C1C=CC=CC=1.[Cl-].[Zn+2].[Cl-]>[CH3:1][CH:2]1[C:7](=[O:8])[CH:6]=[CH:5][CH:4]([O:9][CH2:12][CH3:13])[O:3]1 |f:3.4.5|. Procedure details: A 12.8 g quantity of 2-methyl-6-hydroxy-3-oxo-3,6-dihydro-2H-pyran and 14.8 g of ethyl orthoformate are reacted in the presence of 1 g of zinc chloride in 100 ml of benzene with refluxing for 120 minutes. After the reaction, the benzene is distilled off, the residue is poured into 50 ml of water and the mixture is extracted three times with 50 ml portions of ether. The ethereal layer is washed with an aqueous solution of sodium carbonate and then dried over magnesium sulfate. After removing the ... Starting materials: CC(=O)OC1CC(=O)N(CC#CCN2CCCCC2)C1, CO, [Na+], [Na+], O=C([O-])[O-]. Product: O=C1CC(O)CN1CC#CCN1CCCCC1. RXN SMILES: [C:1](=[O:2])([CH3:3])[O:4][CH:5]1[CH2:6][C:7](=[O:20])[N:8]([CH2:10][C:11]#[C:12][CH2:13][N:14]2[CH2:15][CH2:16][CH2:17][CH2:18][CH2:19]2)[CH2:9]1.[CH3:27][OH:28].[Na+:21].[Na+:22].[O-:23][C:24](=[O:25])[O-:26]>>[OH:4][CH:5]1[CH2:6][C:7](=[O:20])[N:8]([CH2:10][C:11]#[C:12][CH2:13][N:14]2[CH2:15][CH2:16][CH2:17][CH2:18][CH2:19]2)[CH2:9]1. Reactants: C(C)(=O)Cl (acetyl chloride), CNC (dimethylamine), COC1=C(C=O)C=CC=C1 (2-methoxybenzaldehyde). The product is yield, [Cl-].COC1=C(C=[N+](C)C)C=CC=C1 (2-methoxy-benzylidene-dimethyl-ammonium chloride). Yield: 48.0%. As a reaction SMILES: [CH3:1][NH:2][CH3:3].[CH3:4][O:5][C:6]1[CH:13]=[CH:12][CH:11]=[CH:10][C:7]=1[CH:8]=O.C([Cl:17])(=O)C>>[Cl-:17].[CH3:4][O:5][C:6]1[CH:13]=[CH:12][CH:11]=[CH:10][C:7]=1[CH:8]=[N+:2]([CH3:3])[CH3:1] |f:3.4|. Procedure details: The reaction of 17.0 ml (0.135 mol) dimethylamine solution and 6.8 g ml (0.050 mol) 2-methoxybenzaldehyde in accordance with general synthesis instructions 1 and subsequent reaction with 3.0 ml (0.050 mol) acetyl chloride in accordance with general synthesis instructions 3 gave 4.8 g (corresponding to 48% of the yield calculated by theory) 2-methoxy-benzylidene-dimethyl-ammonium chloride. Starting materials: CCN(CC)CCOCCc1ccc(OC)c(C(C)=O)c1, CCOC(C)=O, ClC(Cl)Cl, Cl, [Na+], [OH-], O. Yields the product CCN(CC)CCOCCc1ccc(O)c(C(C)=O)c1. Reaction SMILES: [CH2:1]([CH3:2])[N:3]([CH2:4][CH2:5][O:6][CH2:7][CH2:8][c:9]1[cH:10][cH:11][c:12]([O:18][CH3:19])[c:13]([C:15]([CH3:16])=[O:17])[cH:14]1)[CH2:20][CH3:21].[CH3:26][CH2:27][O:28][C:29](=[O:30])[CH3:31].[CH:32]([Cl:33])([Cl:34])[Cl:35].[ClH:22].[Na+:25].[OH-:24].[OH2:23]>>[CH2:1]([CH3:2])[N:3]([CH2:4][CH2:5][O:6][CH2:7][CH2:8][c:9]1[cH:10][cH:11][c:12]([OH:18])[c:13]([C:15]([CH3:16])=[O:17])[cH:14]1)[CH2:20][CH3:21]. Reactants: N(=NC(=O)OCC)C(=O)OCC (diethyl azodicarboxylate), OC1=CC=C(C=C1)CCC(=O)OC (methyl 4-hydroxybenzenepropanoate), C(C1=CC=CC=C1)O (benzyl alcohol), C1(=CC=CC=C1)P(C1=CC=CC=C1)C1=CC=CC=C1 (triphenylphosphine). Solvent: O1CCCC1 (tetrahydrofuran), O (water). Run at time 2 hour. Yields the product C1(=CC=CC=C1)COC1=CC=C(C=C1)CCC(=O)OC (Methyl 4-(phenylmethoxy)benzenepropanoate). The yield is 58.8%. As a reaction SMILES: [OH:1][C:2]1[CH:7]=[CH:6][C:5]([CH2:8][CH2:9][C:10]([O:12][CH3:13])=[O:11])=[CH:4][CH:3]=1.[CH2:14](O)[C:15]1[CH:20]=[CH:19][CH:18]=[CH:17][CH:16]=1.C1(P(C2C=CC=CC=2)C2C=CC=CC=2)C=CC=CC=1.N(C(OCC)=O)=NC(OCC)=O>O1CCCC1.O>[C:15]1([CH2:14][O:1][C:2]2[CH:3]=[CH:4][C:5]([CH2:8][CH2:9][C:10]([O:12][CH3:13])=[O:11])=[CH:6][CH:7]=2)[CH:20]=[CH:19][CH:18]=[CH:17][CH:16]=1. Reported procedure: To a solution of ice-cooled methyl 4-hydroxybenzenepropanoate (0.70 g, 3.9 mmol), benzyl alcohol (0.48 mL, 4.7 mmol) and triphenylphosphine (1.2 g, 4.7 mmol) in tetrahydrofuran (5 mL) was added dropwise diethyl azodicarboxylate (0.73 mL, 4.7 mmol), and the mixture was stirred for 2 hours with ice cooling. To the reaction solution was added water, and the reaction mixture was extracted with ethyl acetate. The extract was washed with water, and then concentrated under reduced pressure. The residue... The product is CC=1C(=NC(=NC1C)NCC1=NC=CC=C1)NC1=CC(=CC=C1)C(F)(F)F (5,6-dimethyl-N2-(pyridin-2-ylmethyl)-N4-[3-(trifluoromethyl)phenyl]pyrimidine-2,4-diamine). Reaction SMILES: C1(N[C:7]2[C:12]([CH3:13])=[C:11]([CH3:14])[N:10]=[C:9]([NH:15][CH2:16][C:17]3[CH:22]=[CH:21][CH:20]=[CH:19][N:18]=3)[N:8]=2)CCCC1.[F:23][C:24]([F:33])([F:32])[C:25]1[CH:26]=[C:27]([NH2:31])[CH:28]=[CH:29][CH:30]=1>>[CH3:13][C:12]1[C:7]([NH:31][C:27]2[CH:28]=[CH:29][CH:30]=[C:25]([C:24]([F:32])([F:33])[F:23])[CH:26]=2)=[N:8][C:9]([NH:15][CH2:16][C:17]2[CH:22]=[CH:21][CH:20]=[CH:19][N:18]=2)=[N:10][C:11]=1[CH3:14]. The reactants are C1(CCCC1)NC1=NC(=NC(=C1C)C)NCC1=NC=CC=C1 (N4-cyclopentyl-5,6-dimethyl-N2-(pyridin-2-ylmethyl)pyrimidine-2,4-diamine), FC(C=1C=C(C=CC1)N)(F)F ([3-(trifluoromethyl)phenyl]amine). Reported procedure: The titled compound was synthesized according to the procedure described for preparation of N4-cyclopentyl-5,6-dimethyl-N2-(pyridin-2-ylmethyl)pyrimidine-2,4-diamine (Example 29) using [3-(trifluoromethyl)phenyl]amine instead of cyclopentanamine. The crude material was purified by column chromatography eluting with mixture of chloroform/ethanol/20% water solution of ammonia (200:10:1), and then the final product was washed with diethyl ether to afford the titled compound as a white solid. 1H NMR... The reactants are O=C([O-])[O-], CC(=O)C(=NO)C(C)=O, COS(=O)(=O)OC, COC(C)(C)C, [K+], [K+], CN(C)C=O, O. The product is CON=C(C(C)=O)C(C)=O. Reaction SMILES: [C:1](=[O:2])([O-:3])[O-:4].[CH3:12][C:13]([C:14]([C:15]([CH3:16])=[O:17])=[N:18][OH:19])=[O:20].[CH3:21][O:22][S:23]([O:24][CH3:25])(=[O:26])=[O:27].[CH3:28][O:29][C:30]([CH3:31])([CH3:32])[CH3:33].[K+:5].[K+:6].[O:7]=[CH:8][N:9]([CH3:10])[CH3:11].[OH2:34]>>[CH3:1][O:19][N:18]=[C:14]([C:13]([CH3:12])=[O:20])[C:15]([CH3:16])=[O:17]. Reactants: CC(Cc1ccc(B(O)O)cc1)C(=O)O, Cc1ccccc1, CCO, COc1nc(C)cnc1N(C(=O)OCC(C)C)S(=O)(=O)c1cccnc1Cl, [Na+], [Na+], O=C([O-])[O-], O, c1ccc(P(c2ccccc2)(c2ccccc2)[Pd](P(c2ccccc2)(c2ccccc2)c2ccccc2)(P(c2ccccc2)(c2ccccc2)c2ccccc2)P(c2ccccc2)(c2ccccc2)c2ccccc2)cc1. Product: COc1nc(C)cnc1N(C(=O)OCC(C)C)S(=O)(=O)c1cccnc1-c1ccc(CC(C)C(=O)O)cc1. Reaction SMILES: [C:7](=[O:8])([OH:9])[CH:10]([CH2:11][c:12]1[cH:13][cH:14][c:15]([B:18]([OH:19])[OH:20])[cH:16][cH:17]1)[CH3:21].[CH3:130][c:131]1[cH:132][cH:133][cH:134][cH:135][cH:136]1.[CH3:49][CH2:50][OH:51].[Cl:22][c:23]1[n:24][cH:25][cH:26][cH:27][c:28]1[S:29](=[O:30])(=[O:31])[N:32]([c:33]1[n:34][cH:35][c:36]([CH3:41])[n:37][c:38]1[O:39][CH3:40])[C:42](=[O:43])[O:44][CH2:45][CH:46]([CH3:47])[CH3:48].[Na+:1].[Na+:2].[O-:3][C:4](=[O:5])[O-:6].[OH2:52].[cH:53]1[cH:54][cH:55][c:56]([P:57]([Pd:58]([P:59]([c:60]2[cH:61][cH:62][cH:63][cH:64][cH:65]2)([c:66]2[cH:67][cH:68][cH:69][cH:70][cH:71]2)[c:72]2[cH:73][cH:74][cH:75][cH:76][cH:77]2)([P:78]([c:79]2[cH:80][cH:81][cH:82][cH:83][cH:84]2)([c:85]2[cH:86][cH:87][cH:88][cH:89][cH:90]2)[c:91]2[cH:92][cH:93][cH:94][cH:95][cH:96]2)[P:97]([c:98]2[cH:99][cH:100][cH:101][cH:102][cH:103]2)([c:104]2[cH:105][cH:106][cH:107][cH:108][cH:109]2)[c:110]2[cH:111][cH:112][cH:113][cH:114][cH:115]2)([c:116]2[cH:117][cH:118][cH:119][cH:120][cH:121]2)[c:122]2[cH:123][cH:124][cH:125][cH:126][cH:127]2)[cH:128][cH:129]1>>[C:7](=[O:8])([OH:9])[CH:10]([CH2:11][c:12]1[cH:13][cH:14][c:15](-[c:23]2[n:24][cH:25][cH:26][cH:27][c:28]2[S:29](=[O:30])(=[O:31])[N:32]([c:33]2[n:34][cH:35][c:36]([CH3:41])[n:37][c:38]2[O:39][CH3:40])[C:42](=[O:43])[O:44][CH2:45][CH:46]([CH3:47])[CH3:48])[cH:16][cH:17]1)[CH3:21]. The reactants are C(C)(=O)OCC (ethyl acetate), C([O-])(O)=O.[Na+] (sodium bicarbonate), benzyl ester, BrCC1=CS[C@H]2N(C1C(=O)O)C(C2NC(CC=2SC=CC2)=O)=O (3-bromomethyl-7-(2-thienylacetamido)-2-cephem-4-carboxylic acid). The solvent is C(Cl)(Cl)Cl (chloroform), CO (methanol). Reaction conditions: time 20 minute. Yields the product benzyl ester, COCC1=CS[C@H]2N(C1C(=O)O)C(C2NC(CC=2SC=CC2)=O)=O (3-methoxymethyl-7-(2-thienylacetamido)-2-cephem-4-carboxylic acid). RXN SMILES: Br[CH2:2][C:3]1[CH:8]([C:9]([OH:11])=[O:10])[N:7]2[C:12](=[O:23])[CH:13]([NH:14][C:15](=[O:22])[CH2:16][C:17]3[S:18][CH:19]=[CH:20][CH:21]=3)[C@H:6]2[S:5][CH:4]=1.[C:24](=O)(O)[O-:25].[Na+].C(OCC)(=O)C>CO.C(Cl)(Cl)Cl>[CH3:24][O:25][CH2:2][C:3]1[CH:8]([C:9]([OH:11])=[O:10])[N:7]2[C:12](=[O:23])[CH:13]([NH:14][C:15](=[O:22])[CH2:16][C:17]3[S:18][CH:19]=[CH:20][CH:21]=3)[C@H:6]2[S:5][CH:4]=1 |f:1.2|. Reported procedure: The benzyl ester of 3-bromomethyl-7-(2-thienylacetamido)-2-cephem-4-carboxylic acid is dissolved in methanol. After standing at room temperature for 20 minutes the reaction mixture is poured into a dilute sodium bicarbonate solution and extracted with methylene chloride. The organic layer is washed with aqueous sodium chloride and dried. Removal of the solvent affords 35 mg. of crude product. The pure benzyl ester of 3-methoxymethyl-7-(2-thienylacetamido)-2-cephem-4-carboxylic acid is then isola...